Dataset: the Open Reaction Database (ORD), a public repository of structured organic reaction records. Task: describe an organic reaction: reactants, conditions, products, and yield Starting materials: C=C(C=O)CCCC, CC(=O)O, [Na+], O, Cc1ccc(S(=O)[O-])cc1. Product: CCCCC(C=O)CS(=O)(=O)c1ccc(C)cc1. RXN SMILES: [CH2:12]([CH2:13][CH2:14][CH3:15])[C:16]([CH:17]=[O:18])=[CH2:19].[CH3:20][C:21](=[O:22])[OH:23].[Na+:1].[OH2:24].[c:2]1([CH3:11])[cH:3][cH:4][c:5]([S:8](=[O:9])[O-:10])[cH:6][cH:7]1>>[c:2]1([CH3:11])[cH:3][cH:4][c:5]([S:8](=[O:9])(=[O:10])[CH2:19][CH:16]([CH2:12][CH2:13][CH2:14][CH3:15])[CH:17]=[O:18])[cH:6][cH:7]1. Reactants: [N+](=O)([O-])C1=CC=C(C=C1)NCCS(=O)(=O)Cl (2-[(4-nitrophenyl)amino]ethanesulfonyl chloride), N (ammonia). Run at time 1 hour. The product is [N+](=O)([O-])C1=CC=C(C=C1)NCCS(=O)(=O)N (2-(4-nitrophenylamino)ethanesulfonamide). Reaction SMILES: [N+:1]([C:4]1[CH:9]=[CH:8][C:7]([NH:10][CH2:11][CH2:12][S:13](Cl)(=[O:15])=[O:14])=[CH:6][CH:5]=1)([O-:3])=[O:2].[NH3:17]>>[N+:1]([C:4]1[CH:9]=[CH:8][C:7]([NH:10][CH2:11][CH2:12][S:13]([NH2:17])(=[O:15])=[O:14])=[CH:6][CH:5]=1)([O-:3])=[O:2]. Reported procedure: 2-[(4-Nitrophenyl)amino]ethanesulfonyl chloride (9) (0.5 g) was mixed with 4 mL of aqueous ammonia (22%) at room temperature. The mixture was left for 1 hour and the precipitate that formed was then filtered off by suction and reslurried in water. The crude product was recrystallized from ethanol to give 0.23 g of expected product with a melting point of 170° C. The results of the elemental analysis were as follows: Starting materials: BrC1=CSC=2N=CN=C(C21)NC(C)C2=CC=C(C=C2)OC (5-Bromo-N-[1-(4-methoxyphenyl)ethyl]thieno[2,3-d]pyrimidin-4-amine), cuprous cyanide, CN1C(CCC1)=O (N-methylpyrrolidinone). Conditions: temperature 130 celsius. The product is C(#N)C1=CSC=2N=CN=C(C21)NC(C)C2=CC=C(C=C2)OC (5-Cyano-N-[1-(4-methoxyphenyl)ethyl]thieno[2,3-d]pyrimidin-4-amine). Isolated yield 30.0%. Reaction SMILES: Br[C:2]1[C:10]2[C:9]([NH:11][CH:12]([C:14]3[CH:19]=[CH:18][C:17]([O:20][CH3:21])=[CH:16][CH:15]=3)[CH3:13])=[N:8][CH:7]=[N:6][C:5]=2[S:4][CH:3]=1.[CH3:22][N:23]1CCCC1=O>>[C:22]([C:2]1[C:10]2[C:9]([NH:11][CH:12]([C:14]3[CH:19]=[CH:18][C:17]([O:20][CH3:21])=[CH:16][CH:15]=3)[CH3:13])=[N:8][CH:7]=[N:6][C:5]=2[S:4][CH:3]=1)#[N:23]. Reported procedure: 5-Bromo-N-[1-(4-methoxyphenyl)ethyl]thieno[2,3-d]pyrimidin-4-amine (250 mg, 0.69 mmol) and cuprous cyanide (310 mg, 3.4 mmol, 5 eq.) were combined in dry N-methylpyrrolidinone (NMP) (4 mL) and heated to 130° C. for 19 hours. After cooling, the volatiles were removed by Kugelrohr distillation at 0.1 mm and the residue was taken up in EtOAc/2 molar NH4OH. The organic phase was washed with water, brine, dried (Na2SO4) and evaporated. The residue was chromatographed on a 50 mm×250 mm YMC-AQ RP HPLC ...